Dataset: the Open Reaction Database (ORD), a public repository of structured organic reaction records. Task: describe an organic reaction: reactants, conditions, products, and yield Starting materials: CCO, CN(CCCOc1ccc([N+](=O)[O-])cc1)Cc1cnc2ccccc2n1. Yields the product CN(CCCOc1ccc(N)cc1)Cc1cnc2ccccc2n1. As a reaction SMILES: [CH3:27][CH2:28][OH:29].[N+:1]([O-:2])(=[O:3])[c:4]1[cH:5][cH:6][c:7]([O:8][CH2:9][CH2:10][CH2:11][N:12]([CH3:13])[CH2:14][c:15]2[n:16][c:17]3[cH:18][cH:19][cH:20][cH:21][c:22]3[n:23][cH:24]2)[cH:25][cH:26]1>>[NH2:1][c:4]1[cH:5][cH:6][c:7]([O:8][CH2:9][CH2:10][CH2:11][N:12]([CH3:13])[CH2:14][c:15]2[n:16][c:17]3[cH:18][cH:19][cH:20][cH:21][c:22]3[n:23][cH:24]2)[cH:25][cH:26]1. Starting materials: C1COCCO1, O=P(Cl)(Cl)Cl, O=c1[nH]cnc2cc(-c3ccco3)[nH]c12. Product: Clc1ncnc2cc(-c3ccco3)[nH]c12. RXN SMILES: [O:21]1[CH2:22][CH2:23][O:24][CH2:25][CH2:26]1.[P:16]([Cl:17])([Cl:18])([Cl:19])=[O:20].[o:1]1[c:2](-[c:6]2[cH:7][c:8]3[n:9][cH:10][nH:11][c:12](=[O:15])[c:13]3[nH:14]2)[cH:3][cH:4][cH:5]1>>[o:1]1[c:2](-[c:6]2[cH:7][c:8]3[n:9][cH:10][n:11][c:12]([Cl:18])[c:13]3[nH:14]2)[cH:3][cH:4][cH:5]1. The reactants are C(#N)C1=CC=C(C=O)C=C1 (4-cyano-benzaldehyde), N1[C@H](C(=O)O)CSC1 (L-thioproline), C(C1=CC=2OCOC2C=C1)N1C(C=CC1=O)=O (N-piperonylmaleimide). Run in CO (methanol). The product is O1COC2=C1C=CC(=C2)CN2C(C1C(C(N3CSCC31)C3=CC=C(C#N)C=C3)C2=O)=O ((5RS,5aRS,8aSR,8bRS)-4-[7-(Benzo[1,3]dioxol-5-ylmethyl)-6,8-dioxo-octahydro-pyrrolo[3',4':3,4]pyrrolo[1,2-c]thiazol-5-yl]-benzonitrile). As a reaction SMILES: [C:1]([C:3]1[CH:10]=[CH:9][C:6]([CH:7]=O)=[CH:5][CH:4]=1)#[N:2].[NH:11]1[CH2:18][S:17][CH2:16][C@H:12]1[C:13](O)=O.[CH2:19]([N:29]1[C:33](=[O:34])C=[CH:31][C:30]1=[O:35])[C:20]1[CH:28]=[CH:27][C:26]2[O:25][CH2:24][O:23][C:22]=2[CH:21]=1>CO>[O:25]1[C:26]2[CH:27]=[CH:28][C:20]([CH2:19][N:29]3[C:30](=[O:35])[CH:31]4[CH:7]([C:6]5[CH:9]=[CH:10][C:3]([C:1]#[N:2])=[CH:4][CH:5]=5)[N:11]5[CH:12]([CH:13]4[C:33]3=[O:34])[CH2:16][S:17][CH2:18]5)=[CH:21][C:22]=2[O:23][CH2:24]1. Procedure details: 7.B)h) (5RS,5aRS,8aSR,8bRS)-4-[7-(Benzo[1,3]dioxol-5-ylmethyl)-6,8-dioxo-octahydro-pyrrolo[3',4':3,4]pyrrolo[1,2-c]thiazol-5-yl]-benzonitrile was prepared analogously to Example 4.B)g) from 4-cyano-benzaldehyde, L-thioproline and N-piperonylmaleimide. Colourless needles. M.p.: 142°-143° C. (methanol). ISP-MS: 434.2 ([M+H]+, 100). Starting materials: C(C)(=O)OCCN1N=CC(=C1)B1OC(C(O1)(C)C)(C)C (2-(4-(4,4,5,5-tetramethyl-1,3,2-dioxaborolan-2-yl)-1H-pyrazol-1-yl)ethyl acetate), Cl (HCl), C1CCOC1 (THF), [Li+].[OH-] (LiOH). Solvent: O (H2O). Conditions: time 48 hour. Product: CC1(OB(OC1(C)C)C=1C=NN(C1)CCO)C (2-(4-(4,4,5,5-tetramethyl-1,3,2-dioxaborolan-2-yl)-1H-pyrazol-1-yl)ethanol). As a reaction SMILES: C([O:4][CH2:5][CH2:6][N:7]1[CH:11]=[C:10]([B:12]2[O:16][C:15]([CH3:18])([CH3:17])[C:14]([CH3:20])([CH3:19])[O:13]2)[CH:9]=[N:8]1)(=O)C.C1COCC1.[Li+].[OH-].Cl>O>[CH3:19][C:14]1([CH3:20])[C:15]([CH3:17])([CH3:18])[O:16][B:12]([C:10]2[CH:9]=[N:8][N:7]([CH2:6][CH2:5][OH:4])[CH:11]=2)[O:13]1 |f:2.3|. Procedure: To a 50 mL roundbottom flask was charged 2-(4-(4,4,5,5-tetramethyl-1,3,2-dioxaborolan-2-yl)-1H-pyrazol-1-yl)ethyl acetate (2.11 mmol, 591 mg), a solution of 2:1 THF:H2O (15 mL), and 1N LiOH(aq) (4.82 mmol, 4.82 mL). The resulting solution was stirred at room temperature for 48 hours. At 48 hours, the reaction was quenched with 1N HCl(aq) (4.82 mmol, 4.82 mL) and the solvent removed in vacuo. The product was taken forward without further purification. The reactants are ClC1=C2C=C(N(C2=CC=C1C#N)C/C(/NO)=N/[H])CCC ((1Z)-2-(4-chloro-5-cyano-2-propyl-1H-indol-1-yl)-N-hydroxyethanimidamide), CCN(C(C)C)C(C)C (DIEA), C(CC)P1(OP(OP(O1)(=O)CCC)(=O)CCC)=O (T3P), CN1N=CC(=C1C(F)(F)F)C(=O)O (1-methyl-5-(trifluoromethyl)-1H-pyrazole-4-carboxylic acid). Run in C1CCOC1 (THF). Reaction conditions: time 1 hour. Product: ClC1=C2C=C(N(C2=CC=C1C#N)CC1=NOC(=N1)C=1C=NN(C1C(F)(F)F)C)CCC (4-Chloro-1-({5-[1-methyl-5-(trifluoromethyl)-1H-pyrazol-4-yl]-1,2,4-oxadiazol-3-yl}methyl)-2-propyl-1H-indole-5-carbonitrile). Reaction SMILES: [Cl:1][C:2]1[C:10]([C:11]#[N:12])=[CH:9][CH:8]=[C:7]2[C:3]=1[CH:4]=[C:5]([CH2:19][CH2:20][CH3:21])[N:6]2[CH2:13]/[C:14](=[N:17]/[H])/[NH:15][OH:16].C(P1(=O)OP(CCC)(=O)OP(CCC)(=O)O1)CC.[CH3:40][N:41]1[C:45]([C:46]([F:49])([F:48])[F:47])=[C:44]([C:50](O)=O)[CH:43]=[N:42]1.CCN(C(C)C)C(C)C>C1COCC1>[Cl:1][C:2]1[C:10]([C:11]#[N:12])=[CH:9][CH:8]=[C:7]2[C:3]=1[CH:4]=[C:5]([CH2:19][CH2:20][CH3:21])[N:6]2[CH2:13][C:14]1[N:17]=[C:50]([C:44]2[CH:43]=[N:42][N:41]([CH3:40])[C:45]=2[C:46]([F:49])([F:47])[F:48])[O:16][N:15]=1. Reported procedure: Synthesized as described in Example 32A and Example 33 using (1Z)-2-(4-chloro-5-cyano-2-propyl-1H-indol-1-yl)-N-hydroxyethanimidamide (0.030 g, 0.1 mmol) in anhydrous THF (5 mL) with propanephosphonic acid cyclic anhydride (T3P) (0.034 g, 0.12 mmol), 1-methyl-5-(trifluoromethyl)-1H-pyrazole-4-carboxylic acid (0.0194 g, 0.1 mmol) and DIEA (0.016 g, 0.12 mmol) and stirred at rt for 1 h and then heated at 120° C. for 2 h in the microwave: 1H NMR (400 MHz, CDCl3) δ 8.07 (s, 1 H), 7.88 (d, J=0.9 Hz, ...